From a dataset of the Open Reaction Database (ORD), a public repository of structured organic reaction records. describe an organic reaction: reactants, conditions, products, and yield Reactants: COC(=O)c1ccc2c(c1)CC(C)(C)C(c1cccc(C(=O)NC3CCOC3)c1)N2, CO, [Na+], [OH-]. Product: CC1(C)Cc2cc(C(=O)O)ccc2NC1c1cccc(C(=O)NC2CCOC2)c1. Reaction SMILES: [CH3:1][C:2]1([CH3:30])[CH:3]([c:16]2[cH:17][c:18]([C:22]([NH:23][CH:24]3[CH2:25][O:26][CH2:27][CH2:28]3)=[O:29])[cH:19][cH:20][cH:21]2)[NH:4][c:5]2[cH:6][cH:7][c:8]([C:12](=[O:13])[O:14][CH3:15])[cH:9][c:10]2[CH2:11]1.[CH3:33][OH:34].[Na+:32].[OH-:31]>>[CH3:1][C:2]1([CH3:30])[CH:3]([c:16]2[cH:17][c:18]([C:22]([NH:23][CH:24]3[CH2:25][O:26][CH2:27][CH2:28]3)=[O:29])[cH:19][cH:20][cH:21]2)[NH:4][c:5]2[cH:6][cH:7][c:8]([C:12](=[O:13])[OH:14])[cH:9][c:10]2[CH2:11]1. Reactants: CCOC(=O)c1ccc(OCc2c(-c3ccccc3)noc2C)cn1, Cc1ccccc1, C1CN=C2NCCCN2C1, NCCO. The product is Cc1onc(-c2ccccc2)c1COc1ccc(C(=O)NCCO)nc1. As a reaction SMILES: [CH2:1]([O:2][C:4](=[O:5])[c:6]1[n:7][cH:8][c:9]([O:12][CH2:13][c:14]2[c:15](-[c:20]3[cH:21][cH:22][cH:23][cH:24][cH:25]3)[n:16][o:17][c:18]2[CH3:19])[cH:10][cH:11]1)[CH3:3].[CH3:40][c:41]1[cH:42][cH:43][cH:44][cH:45][cH:46]1.[N:30]12[CH2:31][CH2:32][CH2:33][NH:34][C:35]1=[N:36][CH2:37][CH2:38][CH2:39]2.[NH2:26][CH2:27][CH2:28][OH:29]>>[C:4](=[O:5])([c:6]1[n:7][cH:8][c:9]([O:12][CH2:13][c:14]2[c:15](-[c:20]3[cH:21][cH:22][cH:23][cH:24][cH:25]3)[n:16][o:17][c:18]2[CH3:19])[cH:10][cH:11]1)[NH:26][CH2:27][CH2:28][OH:29]. Reactants: N=1C=CCC(C1)=NC=CC(=O)OCC (ethyl 3-(5-pyridiminyl)acrylate), C1(CC1)C1=NC=C(C=N1)C=CC(=O)OCC (ethyl 3-(2-cyclopropylpyrimidin-5-yl)acrylate). Product: N1=CN=CC(=C1)C=CC=O (3-(pyrimidin-5-yl)-propenal). Reaction SMILES: N1C=CCC(=NC=CC(OCC)=O)C=1.C1([C:18]2[N:23]=[CH:22][C:21]([CH:24]=[CH:25][C:26](OCC)=[O:27])=[CH:20][N:19]=2)CC1>>[N:19]1[CH:20]=[C:21]([CH:24]=[CH:25][CH:26]=[O:27])[CH:22]=[N:23][CH:18]=1. Reported procedure: The title compound was prepared by a procedure analogous to Reference Example 13 by substituting ethyl 3-(5-pyridiminyl)acrylate (prepared as described in WO0066566) for the ethyl 3-(2-cyclopropylpyrimidin-5-yl)acrylate of Reference Example 13. MS 135 (M+H)+. Yields the product CC1=CC(=NO1)C1=CC2=C(CCNCC2)C=C1 (7-(5-Methyl-isoxazol-3-yl)-2,3,4,5-tetrahydro-1H-3-benzazepine). Reactants: FC(C(=O)N1CCC2=C(CC1)C=CC(=C2)C2=NOC(=C2)C)(F)F (3-trifluoracetyl-7-(5-methyl-isoxazol-3-yl)-2,3,4,5-tetrahydro-1H-3-benzazepine), C(=O)([O-])[O-].[K+].[K+] (K2CO3), CO (methanol). Solvent: O (water), O (water). Reaction SMILES: FC(F)(F)C([N:5]1[CH2:11][CH2:10][C:9]2[CH:12]=[CH:13][C:14]([C:16]3[CH:20]=[C:19]([CH3:21])[O:18][N:17]=3)=[CH:15][C:8]=2[CH2:7][CH2:6]1)=O.C([O-])([O-])=O.[K+].[K+].CO>O>[CH3:21][C:19]1[O:18][N:17]=[C:16]([C:14]2[CH:13]=[CH:12][C:9]3[CH2:10][CH2:11][NH:5][CH2:6][CH2:7][C:8]=3[CH:15]=2)[CH:20]=1 |f:1.2.3|. The yield is 78.0%. Procedure details: A mixture of 3-trifluoracetyl-7-(5-methyl-isoxazol-3-yl)-2,3,4,5-tetrahydro-1H-3-benzazepine (7.1 g) and K2CO3 (12.1 g) in 1:1 methanol:water (400 ml) was heated at 50° C. for 1 h. The mixture was cooled, poured into water (500 ml) and extracted with dichloromethane. The combined organic layers were dried and evaporated in vacuo to give the title compound as a yellow oil (3.9 g). The reactants are C(CCC)[Li] (n-butyl lithium), BrC=1C=C(C(=NC1)OCC)C(F)(F)F (5-bromo-2-ethoxy-3-trifluoromethyl-pyridine), B(OC(C)C)(OC(C)C)OC(C)C (triisopropyl borate). The solvent is CCOCC (Et2O). Run at time 1 hour. Yields the product C(C)OC1=NC=C(C=C1C(F)(F)F)B(O)O (2-ethoxy-3-trifluoromethylpyridine-5-boronic acid). The yield is 78.6%. Reaction SMILES: C([Li])CCC.Br[C:7]1[CH:8]=[C:9]([C:16]([F:19])([F:18])[F:17])[C:10]([O:13][CH2:14][CH3:15])=[N:11][CH:12]=1.[B:20](OC(C)C)([O:25]C(C)C)[O:21]C(C)C>CCOCC>[CH2:14]([O:13][C:10]1[C:9]([C:16]([F:19])([F:18])[F:17])=[CH:8][C:7]([B:20]([OH:25])[OH:21])=[CH:12][N:11]=1)[CH3:15]. Procedure: Alternatively, n-butyl lithium (1.6 M solution in hexane, 0.9 mL, 1.43 mmol) was slowly added to a solution of 5-bromo-2-ethoxy-3-trifluoromethyl-pyridine (352 mg, 1.3 mmol) in 2.6 mL anhydrous Et2O at −78° C. under nitrogen. The mixture was kept at −78° C. for 1 hr, and then to this mixture was added triisopropyl borate (489 mg, 2.6 mmol). The mixture was allowed to warm to ambient temperature overnight. The reaction was quenched by water and the pH was adjusted to 5 by carefully addition of 1N...